Dataset: the Open Reaction Database (ORD), a public repository of structured organic reaction records. Task: describe an organic reaction: reactants, conditions, products, and yield Reactants: C=CC(=O)OC, CCCC[O-], Cc1ccccc1CC(=O)c1cccc(I)c1, [K], C1CCOC1. Product: COC(=O)CCC(C(=O)c1cccc(I)c1)c1ccccc1C. As a reaction SMILES: [C:18]([CH:19]=[CH2:20])(=[O:21])[O:22][CH3:23].[CH3:25][CH2:26][CH2:27][CH2:28][O-:29].[I:1][c:2]1[cH:3][c:4]([C:8]([CH2:9][c:10]2[c:11]([CH3:16])[cH:12][cH:13][cH:14][cH:15]2)=[O:17])[cH:5][cH:6][cH:7]1.[K:24].[O:30]1[CH2:31][CH2:32][CH2:33][CH2:34]1>>[I:1][c:2]1[cH:3][c:4]([C:8]([CH:9]([c:10]2[c:11]([CH3:16])[cH:12][cH:13][cH:14][cH:15]2)[CH2:20][CH2:19][C:18](=[O:21])[O:22][CH3:23])=[O:17])[cH:5][cH:6][cH:7]1. The reactants are BrC1=CC=C(O1)C(=O)OC (methyl 5-bromo-2-furoate), Cl (hydrochloric acid), C[Si](C=1C=CC(=C(C1)O)C)(C)C (5-trimethylsilyl-2-methylphenol), C[Si](C=1C=CC(=C(C1)O)C)(C)C (5-trimethylsilyl-2-methylphenol), CC(C)([O-])C.[K+] (potassium tert-butoxide). The solvent is O (water), C1CCOC1 (THF). Product: CC1=C(OC2=CC=C(O2)C(=O)OC)C=C(C=C1)[Si](C)(C)C (Methyl 5-[2-methyl-5-(trimethylsilyl)phenoxy]furan-2-carboxylate). The yield is 56.6%. As a reaction SMILES: [CH3:1][Si:2]([CH3:12])([CH3:11])[C:3]1[CH:4]=[CH:5][C:6]([CH3:10])=[C:7]([OH:9])[CH:8]=1.CC(C)([O-])C.[K+].Br[C:20]1[O:24][C:23]([C:25]([O:27][CH3:28])=[O:26])=[CH:22][CH:21]=1.Cl>C1COCC1.O>[CH3:10][C:6]1[CH:5]=[CH:4][C:3]([Si:2]([CH3:11])([CH3:12])[CH3:1])=[CH:8][C:7]=1[O:9][C:20]1[O:24][C:23]([C:25]([O:27][CH3:28])=[O:26])=[CH:22][CH:21]=1 |f:1.2|. Procedure: To a solution of 5-trimethylsilyl-2-methylphenol (Intermediate 3; 653 mg, 3.6 mmol) in THF was added potassium tert-butoxide (407 mg, 3.6 mmol) and the reaction heated at reflux for 1.5 hours. The resulting solution was allowed to cool to room temperature and concentrated under reduced pressure. The residue was taken up in dimethyl sulphoxide (10 mL), treated with methyl 5-bromo-2-furoate (632 mg, 3.1 mmol) and heated at 85° C. for 18 hours. The dark brown mixture was allowed to cool to room tem... Starting materials: C(CC(=O)OCC)(=O)OCC (diethyl malonate), Cl.C1(CCCC1)C(C)NC1=CC=C(C(=O)Cl)C=C1 (4-(1-cyclopentylethylamino)benzoyl chloride hydrochloride). Run in COCCOC (1,2-dimethoxyethane), COCCOC (1,2-dimethoxyethane), COCCOC (1,2-dimethoxyethane). Product: C1(CCCC1)C(C)NC1=CC=C(C(=O)C(C(=O)OCC)C(=O)OCC)C=C1 (diethyl 4-(1-cyclopentylethylamino)benzoylmalonate). RXN SMILES: [C:1]([O:9][CH2:10][CH3:11])(=[O:8])[CH2:2][C:3]([O:5][CH2:6][CH3:7])=[O:4].Cl.[CH:13]1([CH:18]([NH:20][C:21]2[CH:29]=[CH:28][C:24]([C:25](Cl)=[O:26])=[CH:23][CH:22]=2)[CH3:19])[CH2:17][CH2:16][CH2:15][CH2:14]1>COCCOC>[CH:13]1([CH:18]([NH:20][C:21]2[CH:29]=[CH:28][C:24]([C:25]([CH:2]([C:3]([O:5][CH2:6][CH3:7])=[O:4])[C:1]([O:9][CH2:10][CH3:11])=[O:8])=[O:26])=[CH:23][CH:22]=2)[CH3:19])[CH2:17][CH2:16][CH2:15][CH2:14]1 |f:1.2|. Procedure: A solution of 26.6 g. of diethyl malonate and 10 ml. of 1,2-dimethoxyethane is added to a suspension of 4.0 g. of 4-(1-cyclopentylethylamino)benzoyl chloride hydrochloride in 1,2-dimethoxyethane under argon. A solution of 17.3 g. of 1,2-dimethoxyethane is then added. The reaction mixture is refluxed for 4.5 hours, cooled, poured on ice, acidified, and extracted with ether. The ether solution is washed with water and saturated sodium chloride solution, dried over anhydrous sodium sulfate and conc... Product: ClCCCSCc1cccnc1. Starting materials: ClCCCBr, Cl, [Na+], [OH-], O, N=C(N)SCc1cccnc1. RXN SMILES: [Br:15][CH2:16][CH2:17][CH2:18][Cl:19].[ClH:3].[Na+:2].[OH-:1].[OH2:20].[n:4]1[cH:5][c:6]([CH2:10][S:11][C:12](=[NH:13])[NH2:14])[cH:7][cH:8][cH:9]1>>[n:4]1[cH:5][c:6]([CH2:10][S:11][CH2:12][CH2:17][CH2:18][Cl:19])[cH:7][cH:8][cH:9]1. Starting materials: C(C)(C)(C)OC(CCC1=C(C=C(C=C1)OCCC=1N=C(OC1C)C1=CC=CC=C1)CN(C(C(F)(F)F)=O)C)=O (3-(4-[2-(5-methyl-2-phenyl-oxazol-4-yl)-ethoxy]-2-{[methyl-(2,2,2-trifluoro-acetyl)-amino]-methyl}-phenyl)-propionic acid tert-butyl ester), [OH-].[Na+] (NaOH). Run in CO (methanol), C1CCOC1 (THF). Reaction conditions: temperature 55 celsius. Yields the product C(C)(C)(C)OC(CCC1=C(C=C(C=C1)OCCC=1N=C(OC1C)C1=CC=CC=C1)CNC)=O (3-{2-Methylaminomethyl-4-[2-(5-methyl-2-phenyl-oxazol-4-yl)-ethoxy]-phenyl}-propionic acid tert-butyl ester). As a reaction SMILES: [C:1]([O:5][C:6](=[O:39])[CH2:7][CH2:8][C:9]1[CH:14]=[CH:13][C:12]([O:15][CH2:16][CH2:17][C:18]2[N:19]=[C:20]([C:24]3[CH:29]=[CH:28][CH:27]=[CH:26][CH:25]=3)[O:21][C:22]=2[CH3:23])=[CH:11][C:10]=1[CH2:30][N:31](C)[C:32](=O)C(F)(F)F)([CH3:4])([CH3:3])[CH3:2].[OH-].[Na+]>CO.C1COCC1>[C:1]([O:5][C:6](=[O:39])[CH2:7][CH2:8][C:9]1[CH:14]=[CH:13][C:12]([O:15][CH2:16][CH2:17][C:18]2[N:19]=[C:20]([C:24]3[CH:25]=[CH:26][CH:27]=[CH:28][CH:29]=3)[O:21][C:22]=2[CH3:23])=[CH:11][C:10]=1[CH2:30][NH:31][CH3:32])([CH3:4])([CH3:3])[CH3:2] |f:1.2|. Procedure: A solution of 3-(4-[2-(5-methyl-2-phenyl-oxazol-4-yl)-ethoxy]-2-{[methyl-(2,2,2-trifluoro-acetyl)-amino]-methyl}-phenyl)-propionic acid tert-butyl ester (111 mg, 0.20 mmol) in methanol (5 mL) and THF (5 mL) was treated with 2N NaOH (1.0 mL, 2.0 mmol) and heated at 55° C. for 1 h. The reaction mixture was cooled, concentrated, neutralized with 1N HCl and extracted into EtOAc. The organic layer was washed with saturated NaHCO3 solution and brine, dried (Na2SO4), and concentrated. The residue was p... The reactants are C1(CC2=CC=CC3=CC=CC1=C23)C(=O)O (acenaphthen-1-ylcarboxylic acid), COC=1C(=CC2=C(CCO2)C1)N1CCNCC1 (4-(2,3-dihydro-5-methoxybenzofuran-6-yl)piperazine), C(\C=C\C(=O)[O-])(=O)[O-] (fumarate). The product is C1(CC2=CC=CC3=CC=CC1=C23)CN2CCN(CC2)C2=CC3=C(CCO3)C=C2OC (1-[(Acenaphthen-1-yl)methyl]-4-(2,3-dihydro-5-methoxybenzofuran-6-yl)piperazine). As a reaction SMILES: [CH:1]1([C:13](O)=O)[C:11]2=[C:12]3[C:7](=[CH:8][CH:9]=[CH:10]2)[CH:6]=[CH:5][CH:4]=[C:3]3[CH2:2]1.[CH3:16][O:17][C:18]1[C:19]([N:27]2[CH2:32][CH2:31][NH:30][CH2:29][CH2:28]2)=[CH:20][C:21]2[O:25][CH2:24][CH2:23][C:22]=2[CH:26]=1.C([O-])(=O)/C=C/C([O-])=O>>[CH:1]1([CH2:13][N:30]2[CH2:29][CH2:28][N:27]([C:19]3[C:18]([O:17][CH3:16])=[CH:26][C:22]4[CH2:23][CH2:24][O:25][C:21]=4[CH:20]=3)[CH2:32][CH2:31]2)[C:11]2=[C:12]3[C:7](=[CH:8][CH:9]=[CH:10]2)[CH:6]=[CH:5][CH:4]=[C:3]3[CH2:2]1. Procedure details: Prepared as described in Example 9, starting from acenaphthen-1-ylcarboxylic acid and 4-(2,3-dihydro-5-methoxybenzofuran-6-yl)piperazine. The fumarate of the title compound melts at 226°-228° C. (ethanol).